From a dataset of the Open Reaction Database (ORD), a public repository of structured organic reaction records. describe an organic reaction: reactants, conditions, products, and yield The product is Cc1oc(C2(C)CCCCC2)nc1CC(=O)O. Reactants: Cc1oc(C2(C)CCCCC2)nc1CC(=O)OCc1ccccc1, CCO, [Na+], [OH-], O. As a reaction SMILES: [CH3:1][c:2]1[c:3]([CH2:14][C:15](=[O:16])[O:17][CH2:18][c:19]2[cH:20][cH:21][cH:22][cH:23][cH:24]2)[n:4][c:5]([C:7]2([CH3:13])[CH2:8][CH2:9][CH2:10][CH2:11][CH2:12]2)[o:6]1.[CH3:27][CH2:28][OH:29].[Na+:26].[OH-:25].[OH2:30]>>[CH3:1][c:2]1[c:3]([CH2:14][C:15](=[O:16])[OH:17])[n:4][c:5]([C:7]2([CH3:13])[CH2:8][CH2:9][CH2:10][CH2:11][CH2:12]2)[o:6]1. Starting materials: O=C([O-])[O-], CNc1nc(Cl)nc2c1c(I)cn2S(=O)(=O)c1ccc(C)cc1, [Na+], [Na+], C1COCCO1, O, Cl[Pd]Cl, c1ccc(P(c2ccccc2)c2ccccc2)cc1, c1ccc(P(c2ccccc2)c2ccccc2)cc1, OB(O)c1cccnc1. The product is CNc1nc(Cl)nc2c1c(-c1cccnc1)cn2S(=O)(=O)c1ccc(C)cc1. As a reaction SMILES: [C:33](=[O:34])([O-:35])[O-:36].[Cl:1][c:2]1[n:3][c:4]([NH:22][CH3:23])[c:5]2[c:6]([n:7]1)[n:8]([S:12](=[O:13])(=[O:14])[c:15]1[cH:16][cH:17][c:18]([CH3:19])[cH:20][cH:21]1)[cH:9][c:10]2[I:11].[Na+:37].[Na+:38].[O:39]1[CH2:40][CH2:41][O:42][CH2:43][CH2:44]1.[OH2:45].[Pd:46]([Cl:47])[Cl:48].[c:49]1([P:50]([c:51]2[cH:52][cH:53][cH:54][cH:55][cH:56]2)[c:57]2[cH:58][cH:59][cH:60][cH:61][cH:62]2)[cH:63][cH:64][cH:65][cH:66][cH:67]1.[c:68]1([P:69]([c:70]2[cH:71][cH:72][cH:73][cH:74][cH:75]2)[c:76]2[cH:77][cH:78][cH:79][cH:80][cH:81]2)[cH:82][cH:83][cH:84][cH:85][cH:86]1.[n:24]1[cH:25][c:26]([B:30]([OH:31])[OH:32])[cH:27][cH:28][cH:29]1>>[Cl:1][c:2]1[n:3][c:4]([NH:22][CH3:23])[c:5]2[c:6]([n:7]1)[n:8]([S:12](=[O:13])(=[O:14])[c:15]1[cH:16][cH:17][c:18]([CH3:19])[cH:20][cH:21]1)[cH:9][c:10]2-[c:26]1[cH:25][n:24][cH:29][cH:28][cH:27]1. Starting materials: COC(C1=C(C=C(C(=C1)B1OC(C(O1)(C)C)(C)C)C)OC)=O (2-methoxy-4-methyl-5-(4,4,5,5-tetramethyl[1,3,2]dioxaborolan-2-yl)benzoic acid methyl ester), NC1=NC(=CC(=N1)Cl)Cl (2-Amino-4,6-dichloropyrimidine), C1(=CC=CC=C1)P(C1=CC=CC=C1)C1=CC=CC=C1 (triphenylphosphine), C([O-])(O)=O.[Na+] (sodium bicarbonate). The reagents and catalysts are C(C)(=O)[O-].[Pd+2].C(C)(=O)[O-] (palladium acetate). The solvent is COCCOC (1,2-dimethoxyethane), C(C)(=O)OCC (ethyl acetate), O (water), COCCOC (1,2-dimethoxyethane). Reaction conditions: temperature 80 celsius, time 10 minute. Yields the product COC(C1=C(C=C(C(=C1)C1=NC(=NC(=C1)Cl)N)C)OC)=O (5-(2-amino-6-chloropyrimidin-4-yl)-2-methoxy-4-methylbenzoic acid methyl ester). The yield is 53.3%. RXN SMILES: [NH2:1][C:2]1[N:7]=[C:6]([Cl:8])[CH:5]=[C:4](Cl)[N:3]=1.C1(P(C2C=CC=CC=2)C2C=CC=CC=2)C=CC=CC=1.C(=O)(O)[O-].[Na+].[CH3:34][O:35][C:36](=[O:55])[C:37]1[CH:42]=[C:41](B2OC(C)(C)C(C)(C)O2)[C:40]([CH3:52])=[CH:39][C:38]=1[O:53][CH3:54]>C(OCC)(=O)C.C([O-])(=O)C.[Pd+2].C([O-])(=O)C.COCCOC.O>[CH3:34][O:35][C:36](=[O:55])[C:37]1[CH:42]=[C:41]([C:4]2[CH:5]=[C:6]([Cl:8])[N:7]=[C:2]([NH2:1])[N:3]=2)[C:40]([CH3:52])=[CH:39][C:38]=1[O:53][CH3:54] |f:2.3,6.7.8|. Procedure: 2-Amino-4,6-dichloropyrimidine (246 mg, 1.5 mmol), palladium acetate (17 mg, 0.07 mmol), triphenylphosphine (59 mg, 0.22 mmol), sodium bicarbonate (168 mg, 2.0 mmol), 1,2-dimethoxyethane (2.5 ml), and water (1.0 ml) were placed in a reaction vessel. The resulting mixture was stirred at 80° C. for 10 minutes. A 1,2-dimethoxyethane (2.5 ml) solution of 2-methoxy-4-methyl-5-(4,4,5,5-tetramethyl[1,3,2]dioxaborolan-2-yl)benzoic acid methyl ester (294 mg, 1.0 mmol) obtained in Step 3 above was added d... The reactants are ice H2O, 16.0, N1N=C(C2=CC=CC=C12)O (1H-indazol-3-ol), [N+](=O)([O-])C=1C=C(C(=O)Cl)C=CC1 (m-nitrobenzoyl chloride). Solvent: N1=CC=CC=C1 (pyridine). Run at temperature 95 celsius. Product: [N+](=O)([O-])C=1C=C(C(=O)N2N=C(C3=CC=CC=C23)O)C=CC1 (1-(m-nitrobenzoyl)-1H-indazol-3-ol). Isolated yield 27.9%. As a reaction SMILES: [NH:1]1[C:9]2[C:4](=[CH:5][CH:6]=[CH:7][CH:8]=2)[C:3]([OH:10])=[N:2]1.[N+:11]([C:14]1[CH:15]=[C:16]([CH:20]=[CH:21][CH:22]=1)[C:17](Cl)=[O:18])([O-:13])=[O:12]>N1C=CC=CC=1>[N+:11]([C:14]1[CH:15]=[C:16]([CH:20]=[CH:21][CH:22]=1)[C:17]([N:1]1[C:9]2[C:4](=[CH:5][CH:6]=[CH:7][CH:8]=2)[C:3]([OH:10])=[N:2]1)=[O:18])([O-:13])=[O:12]. Reported procedure: To 16.0 (0.118 mol) of 1H-indazol-3-ol dissolved in 120 ml of dry pyridine was added 21.8 g (0.118 mol) of m-nitrobenzoyl chloride. The heterogeneous yellow mixture was heated at 95° C. for 21/2 hrs. then let cool to room temperature and poured onto 1 liter of ice/H2O. The light yellow precipitate was collected, washed well with H2O and air-dried. Recrystallization from aqueous EtOH afforded 12.7 g (27.9%) of 1-(m-nitrobenzoyl)-1H-indazol-3-ol as a colorless solid, mp 232°-234° C. Reaction SMILES: [F:1][C:2]([F:30])([F:29])[S:3]([NH:6][C:7]1[CH:12]=[CH:11][CH:10]=[C:9]([CH2:13][CH:14]2[C:23](=[O:24])[C:22]3[C:17](=[CH:18][CH:19]=[C:20]([O:25]C)[CH:21]=3)[O:16][C:15]2([CH3:28])[CH3:27])[CH:8]=1)(=[O:5])=[O:4].O.CO>Br.C(O)(=O)C.ClCCl>[F:29][C:2]([F:1])([F:30])[S:3]([NH:6][C:7]1[CH:12]=[CH:11][CH:10]=[C:9]([CH2:13][CH:14]2[C:23](=[O:24])[C:22]3[C:17](=[CH:18][CH:19]=[C:20]([OH:25])[CH:21]=3)[O:16][C:15]2([CH3:27])[CH3:28])[CH:8]=1)(=[O:4])=[O:5]. Starting materials: CO (methanol), FC(S(=O)(=O)NC1=CC(=CC=C1)CC1C(OC2=CC=C(C=C2C1=O)OC)(C)C)(F)F (C,C,C-Trifluoro-N-[3-(6-methoxy-2,2-dimethyl-4-oxochroman-3-ylmethyl)phenyl]methanesulfonamide), O (water). Procedure: A mixture of 7.0 g (0.016 mole) of the product of Example 112 in 20 mL 48% hydrobromic acid and 20 mL glacial acetic acid was refluxed for 3 hours. The mixture was poured into water and extracted with ethyl acetate. The ethyl acetate extract was, washed with water and brine and then dried (MgSO4) and concentrated to give an oil. Flash chromatography on silica gel eluting with 5% methanol in dichloromethane gave 6.9 g (100% of the title product as an oil). NMR (CDCl3 : δ1.46 (d, 6H); 2.85 (m, 1H)... The product is FC(S(=O)(=O)NC1=CC(=CC=C1)CC1C(OC2=CC=C(C=C2C1=O)O)(C)C)(F)F (C,C,C-Trifluoro-N-[3-(6-hydroxy-2,2-dimethyl-4-oxochroman-3-ylmethyl)phenyl]methanesulfonamide). Yield: 100.0%. Run in ClCCl (dichloromethane), Br (hydrobromic acid), C(C)(=O)O (acetic acid). Reactants: [C-]#N, CC(C)(C)OC(=O)NCC1Cc2cc(I)c3[nH]c(=O)ccc3c2O1, CN(C)C=O. The product is CC(C)(C)OC(=O)NCC1Cc2cc(C#N)c3[nH]c(=O)ccc3c2O1. RXN SMILES: [C-:25]#[N:26].[C:1]([CH3:2])([CH3:3])([CH3:4])[O:5][C:6](=[O:7])[NH:8][CH2:9][CH:10]1[CH2:11][c:12]2[c:13]([c:14]3[cH:15][cH:16][c:17](=[O:23])[nH:18][c:19]3[c:20]([I:22])[cH:21]2)[O:24]1.[CH3:27][N:28]([CH3:29])[CH:30]=[O:31]>>[C:1]([CH3:2])([CH3:3])([CH3:4])[O:5][C:6](=[O:7])[NH:8][CH2:9][CH:10]1[CH2:11][c:12]2[c:13]([c:14]3[cH:15][cH:16][c:17](=[O:23])[nH:18][c:19]3[c:20]([C:25]#[N:26])[cH:21]2)[O:24]1.